Dataset: the Open Reaction Database (ORD), a public repository of structured organic reaction records. Task: describe an organic reaction: reactants, conditions, products, and yield Reactants: ClC1=C2N=CN(C2=NC(=N1)F)C(C)C (6-chloro-2-fluoro-9-isopropyl-9H-purine), CN1N=CC(=C1)N (1-methyl-1H-pyrazol-4-amine), CCN(C(C)C)C(C)C (DIPEA). Solvent: C(CCC)O (nBuOH). Reaction conditions: time 2 day. Yields the product FC1=NC(=C2N=CN(C2=N1)C(C)C)NC=1C=NN(C1)C (2-fluoro-9-isopropyl-N-(1-methyl-1H-pyrazol-4-yl)-9H -purin-6-amine). Reaction SMILES: Cl[C:2]1[N:10]=[C:9]([F:11])[N:8]=[C:7]2[C:3]=1[N:4]=[CH:5][N:6]2[CH:12]([CH3:14])[CH3:13].[CH3:15][N:16]1[CH:20]=[C:19]([NH2:21])[CH:18]=[N:17]1.CCN(C(C)C)C(C)C>C(O)CCC>[F:11][C:9]1[N:8]=[C:7]2[C:3]([N:4]=[CH:5][N:6]2[CH:12]([CH3:14])[CH3:13])=[C:2]([NH:21][C:19]2[CH:18]=[N:17][N:16]([CH3:15])[CH:20]=2)[N:10]=1. Procedure: A mixture of 6-chloro-2-fluoro-9-isopropyl-9H-purine (215 mg, 1 mmol), 1-methyl-1H-pyrazol-4-amine (116 mg, 1.2 mmol) in nBuOH (5 mL, 0.2 M) and DIPEA (0.7 mL, 4 mmol) was stirred at ambient temperature for 2 days. LCMS showed major title product with M+1=276.2 amu. This crude product was used in the following step with no isolation.